This data is from the Open Reaction Database (ORD), a public repository of structured organic reaction records. The task is: describe an organic reaction: reactants, conditions, products, and yield Reactants: Cc1ccccc1, ClCc1cccc(Oc2ccccc2)c1, c1ccc(P(c2ccccc2)c2ccccc2)cc1. Yields the product [Cl-], c1ccc(Oc2cccc(C[P+](c3ccccc3)(c3ccccc3)c3ccccc3)c2)cc1. RXN SMILES: [CH3:35][c:36]1[cH:37][cH:38][cH:39][cH:40][cH:41]1.[O:1]([c:2]1[cH:3][cH:4][cH:5][cH:6][cH:7]1)[c:8]1[cH:9][c:10]([CH2:14][Cl:15])[cH:11][cH:12][cH:13]1.[c:16]1([P:22]([c:23]2[cH:24][cH:25][cH:26][cH:27][cH:28]2)[c:29]2[cH:30][cH:31][cH:32][cH:33][cH:34]2)[cH:17][cH:18][cH:19][cH:20][cH:21]1>>[Cl-:15].[O:1]([c:2]1[cH:3][cH:4][cH:5][cH:6][cH:7]1)[c:8]1[cH:9][c:10]([CH2:14][P+:22]([c:16]2[cH:17][cH:18][cH:19][cH:20][cH:21]2)([c:23]2[cH:24][cH:25][cH:26][cH:27][cH:28]2)[c:29]2[cH:30][cH:31][cH:32][cH:33][cH:34]2)[cH:11][cH:12][cH:13]1. The reactants are C(C)N(CC)S(F)(F)F (diethylaminosulphur trifluoride), [Si](C)(C)(C(C)(C)C)O[C@@H]1C=2C(=C(C(=NC2CC(C1)(C)C)C1CCCC1)[C@@H](O)C1=CC=C(C=C1)C(F)(F)F)C1CCCCC1 ((S)-((5S)-5-{[tert-butyl(dimethyl)silyl]oxy}-4-cyclohexyl-2-cyclopentyl-7,7-dimethyl-5,6,7,8-tetrahydroquinolin-3-yl)[4-(trifluoromethyl)phenyl]methanol), C([O-])(O)=O.[Na+] (sodium bicarbonate). The solvent is C1(=CC=CC=C1)C (toluene). Reaction conditions: time 1 hour. Product: [Si](C)(C)(C(C)(C)C)O[C@@H]1C=2C(=C(C(=NC2CC(C1)(C)C)C1CCCC1)[C@H](C1=CC=C(C=C1)C(F)(F)F)F)C1CCCCC1 ((5S)-5-{[tert-butyl(dimethyl)silyl]oxy}-4-cyclohexyl-2-cyclopentyl-3-{(S)-fluoro[4-(trifluoromethyl)phenyl]methyl}-7,7-dimethyl-5,6,7,8-tetrahydroquinoline). As a reaction SMILES: C(N(S(F)(F)[F:7])CC)C.[Si:10]([O:17][C@H:18]1[CH2:27][C:26]([CH3:29])([CH3:28])[CH2:25][C:24]2[N:23]=[C:22]([CH:30]3[CH2:34][CH2:33][CH2:32][CH2:31]3)[C:21]([C@H:35]([C:37]3[CH:42]=[CH:41][C:40]([C:43]([F:46])([F:45])[F:44])=[CH:39][CH:38]=3)O)=[C:20]([CH:47]3[CH2:52][CH2:51][CH2:50][CH2:49][CH2:48]3)[C:19]1=2)([C:13]([CH3:16])([CH3:15])[CH3:14])([CH3:12])[CH3:11].C(=O)(O)[O-].[Na+]>C1(C)C=CC=CC=1>[Si:10]([O:17][C@H:18]1[CH2:27][C:26]([CH3:29])([CH3:28])[CH2:25][C:24]2[N:23]=[C:22]([CH:30]3[CH2:34][CH2:33][CH2:32][CH2:31]3)[C:21]([C@@H:35]([F:7])[C:37]3[CH:38]=[CH:39][C:40]([C:43]([F:44])([F:46])[F:45])=[CH:41][CH:42]=3)=[C:20]([CH:47]3[CH2:48][CH2:49][CH2:50][CH2:51][CH2:52]3)[C:19]1=2)([C:13]([CH3:16])([CH3:15])[CH3:14])([CH3:12])[CH3:11] |f:2.3|. Reported procedure: At −55° C. and under argon, 3.21 ml of diethylaminosulphur trifluoride (24.3 mmol, 1.5 eq.) are added dropwise to a solution of 9.96 g (16.2 mmol) of the compound from Example 5A in 300 ml of dry toluene. The mixture is stirred at this temperature for 1 h and then at room temperature for a further 2 h. For work-up, 120 ml of a saturated sodium bicarbonate solution are added carefully. The mixture is extracted three times in total with ethyl acetate. The combined organic phases are washed with sa...